Dataset: the Open Reaction Database (ORD), a public repository of structured organic reaction records. Task: describe an organic reaction: reactants, conditions, products, and yield Reactants: Cl (hydrochloric acid), [N+](=O)([O-])C1=CC=C(C=C1)N1C2C(CC1)NCC2 (1-(4-nitrophenyl)octahydropyrrolo[3,2-b]pyrrole), C=O (formaldehyde), C(=O)O (formic acid). The solvent is O1CCOCC1 (dioxane). Yields the product CN1C2C(CC1)N(CC2)C2=CC=C(C=C2)[N+](=O)[O-] (1-Methyl-4-(4-nitrophenyl)octahydropyrrolo[3,2-b]pyrrole). RXN SMILES: [N+:1]([C:4]1[CH:9]=[CH:8][C:7]([N:10]2[CH2:14][CH2:13][CH:12]3[NH:15][CH2:16][CH2:17][CH:11]23)=[CH:6][CH:5]=1)([O-:3])=[O:2].C=O.[CH:20](O)=O.Cl>O1CCOCC1>[CH3:20][N:15]1[CH2:16][CH2:17][CH:11]2[N:10]([C:7]3[CH:6]=[CH:5][C:4]([N+:1]([O-:3])=[O:2])=[CH:9][CH:8]=3)[CH2:14][CH2:13][CH:12]12. Reported procedure: A mixture of 1-(4-nitrophenyl)octahydropyrrolo[3,2-b]pyrrole (0.7 g), formaldehyde (37%; 0.27 ml), formic acid (0.28 ml) and dioxane (1 ml) was heated to reflux for two hours. The cooled reaction mixture was mixed with hydrochloric acid (2M; 1.7 ml) and concentrated. The residue was taken up in water, and potassium hydroxide was added until the reaction was strongly alkaline. The resulting precipitate was filtered off with suction. The product with the molecular weight of 247.30 (C13H17N3O2); MS... Reactants: C(CC(=O)OC(C)(C)C)(=O)OC(C)(C)C (di-tert butyl malonate), CC(C)(C)[O-].[K+] (t-BuOK), BrCCCCCCCCCCCCCC (1-bromotetradecane). Run in CC(C)(C)O (t-BuOH). Conditions: temperature 75 celsius, time 8 hour. The product is CC(C)(C)OC(C(C(=O)OC(C)(C)C)CCCCCCCCCCCCCC)=O (di-(Dimethylethyl)-n-tetradecylmalonate). Yield: 48.5%. RXN SMILES: [C:1]([O:11][C:12]([CH3:15])([CH3:14])[CH3:13])(=[O:10])[CH2:2][C:3]([O:5][C:6]([CH3:9])([CH3:8])[CH3:7])=[O:4].CC([O-])(C)C.[K+].Br[CH2:23][CH2:24][CH2:25][CH2:26][CH2:27][CH2:28][CH2:29][CH2:30][CH2:31][CH2:32][CH2:33][CH2:34][CH2:35][CH3:36]>CC(O)(C)C>[CH3:13][C:12]([O:11][C:1](=[O:10])[CH:2]([CH2:36][CH2:35][CH2:34][CH2:33][CH2:32][CH2:31][CH2:30][CH2:29][CH2:28][CH2:27][CH2:26][CH2:25][CH2:24][CH3:23])[C:3]([O:5][C:6]([CH3:7])([CH3:8])[CH3:9])=[O:4])([CH3:15])[CH3:14] |f:1.2|. Procedure: A suspension of di-tert butyl malonate (10.80 g, 50 mmol) and t-BuOK (5.60 g, 50 mmol) was stirred (30 min, 75° C.) in t-BuOH (150 mL, dried over 4 Å sieves). To this was added a solution of 1-bromotetradecane (13.85 g, 50 mmol) and the reaction stirred at 75° C. overnight. Solvent was removed by rotary evaporation, giving a white semi-solid, which was partitioned between CH2Cl2 (100 mL) and saturated aqueous NaCl (2×300 mL), dried (MgSO4) and evaporated to a colorless oil (15.3 g). Purification... The reactants are P12(=S)SP3(=S)SP(=S)(S1)SP(=S)(S2)S3 (Phosphorus pentasulfide), C(CCCCCCCCCCCCC)(=O)N (tetradecanamide). Run in C1CCOC1 (THF). Yields the product C(CCCCCCCCCCCCC)(N)=S (Tetradecanethioamide). The yield is 105.6%. RXN SMILES: P12(SP3(SP(SP(S3)(S1)=S)(=S)S2)=S)=[S:2].[C:15]([NH2:30])(=O)[CH2:16][CH2:17][CH2:18][CH2:19][CH2:20][CH2:21][CH2:22][CH2:23][CH2:24][CH2:25][CH2:26][CH2:27][CH3:28]>C1COCC1>[C:15](=[S:2])([NH2:30])[CH2:16][CH2:17][CH2:18][CH2:19][CH2:20][CH2:21][CH2:22][CH2:23][CH2:24][CH2:25][CH2:26][CH2:27][CH3:28]. Procedure: Phosphorus pentasulfide (9.8 g, 0.044 mol) was added to a mixture of tetradecanamide (8.6 g, 0.04 mol) in dry THF (250 mL) and the mixture refluxed overnight, concentrated in vacuo, and heated with methanol (200 mL), filtered, and the filtrate concentrated in vacuo to yield a pale yellow solid (10.28 g, 99%) used without further purification. The reactants are NC1=NC=C(C(=N1)N)CC=1C=C(C(=C(C1)C#CC1=CC=C(C=C1)P(OCC)(OCC)=O)OC)OC (diethyl [4-[5-(2,4-diamino-pyrimidin-5-ylmethyl)-2,3-dimethoxy-phenylethynyl]-phenyl]-phosphonate), [OH-].[Na+] (sodium hydroxide). The solvent is C(C)O (ethanol). Yields the product [Na+].[Na+].NC1=NC=C(C(=N1)N)CC=1C=C(C(=C(C1)C#CC1=CC=C(C=C1)P([O-])([O-])=O)OC)OC ([4-[5-(2,4-diamino-pyrimidin-5-ylmethyl)-2,3-dimethoxy-phenylethynyl]-phenyl]-phosphonic acid disodium salt). Yield: 29.0%. As a reaction SMILES: [NH2:1][C:2]1[N:7]=[C:6]([NH2:8])[C:5]([CH2:9][C:10]2[CH:11]=[C:12]([O:34][CH3:35])[C:13]([O:32][CH3:33])=[C:14]([C:16]#[C:17][C:18]3[CH:23]=[CH:22][C:21]([P:24](=[O:31])([O:28]CC)[O:25]CC)=[CH:20][CH:19]=3)[CH:15]=2)=[CH:4][N:3]=1.[OH-].[Na+:37]>C(O)C>[Na+:37].[Na+:37].[NH2:1][C:2]1[N:7]=[C:6]([NH2:8])[C:5]([CH2:9][C:10]2[CH:11]=[C:12]([O:34][CH3:35])[C:13]([O:32][CH3:33])=[C:14]([C:16]#[C:17][C:18]3[CH:19]=[CH:20][C:21]([P:24](=[O:25])([O-:28])[O-:31])=[CH:22][CH:23]=3)[CH:15]=2)=[CH:4][N:3]=1 |f:1.2,4.5.6|. Reported procedure: 16bc) 150 mg of diethyl [4-[5-(2,4-diamino-pyrimidin-5-ylmethyl)-2,3-dimethoxy-phenylethynyl]-phenyl]-phosphonate (Example 12bo)) are dissolved in 5 ml of ethanol and treated with 5 ml of a 2N sodium hydroxide solution. The solution is held under reflux for 2 hrs., then cooled and chromatographed on MCl gel with water/acetonitrile. 43 mg of [4-[5-(2,4-diamino-pyrimidin-5-ylmethyl)-2,3-dimethoxy-phenylethynyl]-phenyl]-phosphonic acid disodium salt are isolated. Yield: 29%. Mass spectrum: peaks in...